Task: describe an organic reaction: reactants, conditions, products, and yield. Dataset: the Open Reaction Database (ORD), a public repository of structured organic reaction records Reactants: CCCCCCCCCCCCC(=CC=CC(=O)OC)c1ccc(OC)cc1, CO, CCCCCC, [Na+], [OH-]. The product is CCCCCCCCCCCCC(=CC=CC(=O)O)c1ccc(OC)cc1. As a reaction SMILES: [CH3:1][O:2][C:3]([CH:4]=[CH:5][CH:6]=[C:7]([CH2:8][CH2:9][CH2:10][CH2:11][CH2:12][CH2:13][CH2:14][CH2:15][CH2:16][CH2:17][CH2:18][CH3:19])[c:20]1[cH:21][cH:22][c:23]([O:26][CH3:27])[cH:24][cH:25]1)=[O:28].[CH3:29][OH:30].[CH3:33][CH2:34][CH2:35][CH2:36][CH2:37][CH3:38].[Na+:32].[OH-:31]>>[O:2]=[C:3]([CH:4]=[CH:5][CH:6]=[C:7]([CH2:8][CH2:9][CH2:10][CH2:11][CH2:12][CH2:13][CH2:14][CH2:15][CH2:16][CH2:17][CH2:18][CH3:19])[c:20]1[cH:21][cH:22][c:23]([O:26][CH3:27])[cH:24][cH:25]1)[OH:28]. Reactants: C(C)(C)(C)OC(=O)N(C(OC(C)(C)C)=O)C1=NC(=CN=C1C)C=1N=C(C=2N(C1)C=CN2)N(C2=CC(=C(C=C2)N2CCN(CC2)C2COC2)OCCOC2OCCCC2)C(=O)OC(C)(C)C (tert-butyl tert-butoxycarbonyl(6-(8-((tert-butoxycarbonyl)(4-(4-(oxetan-3-yl)piperazin-1-yl)-3-(2-((tetrahydro-2H-pyran-2-yl)oxy)ethoxy)phenyl)amino)imidazo[1,2-a]pyrazin-6-yl)-3-methylpyrazin-2-yl)carbamate), C(=O)(C(F)(F)F)O (TFA), O (H2O), CO (MeOH). The solvent is C(Cl)Cl (DCM), C(Cl)Cl (DCM). Conditions: time 16 hour. Product: NC1=C(N=CC(=N1)C=1N=C(C=2N(C1)C=CN2)NC=2C=CC(=C(OCCO)C2)N2CCN(CC2)C2COC2)C (2-(5-((6-(6-Amino-5-methylpyrazin-2-yl)imidazo[1,2-a]pyrazin-8-yl)amino)-2-(4-(oxetan-3-yl)piperazin-1-yl)phenoxy)ethanol). The yield is 60.1%. Reaction SMILES: C(OC([N:8]([C:16]1[C:21]([CH3:22])=[N:20][CH:19]=[C:18]([C:23]2[N:24]=[C:25]([N:32](C(OC(C)(C)C)=O)[C:33]3[CH:38]=[CH:37][C:36]([N:39]4[CH2:44][CH2:43][N:42]([CH:45]5[CH2:48][O:47][CH2:46]5)[CH2:41][CH2:40]4)=[C:35]([O:49][CH2:50][CH2:51][O:52]C4CCCCO4)[CH:34]=3)[C:26]3[N:27]([CH:29]=[CH:30][N:31]=3)[CH:28]=2)[N:17]=1)C(=O)OC(C)(C)C)=O)(C)(C)C.C(O)(C(F)(F)F)=O.CO.O>C(Cl)Cl>[NH2:8][C:16]1[N:17]=[C:18]([C:23]2[N:24]=[C:25]([NH:32][C:33]3[CH:38]=[CH:37][C:36]([N:39]4[CH2:40][CH2:41][N:42]([CH:45]5[CH2:48][O:47][CH2:46]5)[CH2:43][CH2:44]4)=[C:35]([CH:34]=3)[O:49][CH2:50][CH2:51][OH:52])[C:26]3[N:27]([CH:29]=[CH:30][N:31]=3)[CH:28]=2)[CH:19]=[N:20][C:21]=1[CH3:22]. Procedure details: To a solution of tert-butyl tert-butoxycarbonyl(6-(8-((tert-butoxycarbonyl)(4-(4-(oxetan-3-yl)piperazin-1-yl)-3-(2-((tetrahydro-2H-pyran-2-yl)oxy)ethoxy)phenyl)amino)imidazo[1,2-a]pyrazin-6-yl)-3-methylpyrazin-2-yl)carbamate XXXV (165 mg, 0.18 mmol) in DCM (2.2 mL) was added TFA (1.1 mL, 0.11 mmol). The mixture was stirred at rt for 16 h. The reaction was diluted with 9:1 DCM:MeOH and H2O. The aqueous layer was separated and extracted with 9:1 DCM:MeOH. The combined organic extracts were washed ... The reactants are ClC1=CC=C(C=C1)N1CCC(CC1)C=O (1-(4-chlorophenyl)piperidine-4-carbaldehyde), [N+](=O)([O-])CCC (1-nitropropane), [OH-].[Na+] (NaOH), CO (MeOH). Reagents/catalysts: [Cl-].C(CCCCCCCCCCCCCCC)[N+](C)(C)C (cetyltrimethylammonium chloride). The solvent is [Cl-].[Na+].O (brine). Conditions: time 14 hour. Yields the product ClC1=CC=C(C=C1)N1CCC(CC1)C(C(CC)[N+](=O)[O-])O (1-(1-(4-Chlorophenyl)piperidin-4-yl)-2-nitrobutan-1-ol). Yield: 34.3%. RXN SMILES: [Cl:1][C:2]1[CH:7]=[CH:6][C:5]([N:8]2[CH2:13][CH2:12][CH:11]([CH:14]=[O:15])[CH2:10][CH2:9]2)=[CH:4][CH:3]=1.[N+:16]([CH2:19][CH2:20][CH3:21])([O-:18])=[O:17].[OH-].[Na+].CO>[Cl-].C([N+](C)(C)C)CCCCCCCCCCCCCCC.[Cl-].[Na+].O>[Cl:1][C:2]1[CH:7]=[CH:6][C:5]([N:8]2[CH2:9][CH2:10][CH:11]([CH:14]([OH:15])[CH:19]([N+:16]([O-:18])=[O:17])[CH2:20][CH3:21])[CH2:12][CH2:13]2)=[CH:4][CH:3]=1 |f:2.3,5.6,7.8.9|. Procedure details: A mixture of 1-(4-chlorophenyl)piperidine-4-carbaldehyde (157 mg, 0.7 mmol), 1-nitropropane (0.125 mL, 1.400 mmol), 0.025 M NaOH (2 mL) and MeOH (1 mL) was treated with 25% aqueous cetyltrimethylammonium chloride (0.139 mL, 0.105 mmol). The reaction mixture was sonicated at RT for 4 h, and then stirred at RT for 14 h. After this time, the mixture was treated with brine and extracted with diethyl ether. The extract was dried over MgSO4 and concentrated to yield a residue. The residue was purified... Reactants: O=C([O-])[O-], COc1ncc(B(O)O)c(OC)n1, Ic1cnccn1, [Na+], [Na+], CC(=O)[O-], CC(=O)[O-], [Pd+2], c1ccc(P(c2ccccc2)c2ccccc2)cc1. Product: COc1ncc(-c2cnccn2)c(OC)n1. Reaction SMILES: [C:21](=[O:22])([O-:23])[O-:24].[CH3:1][O:2][c:3]1[n:4][cH:5][c:6]([B:11]([OH:12])[OH:13])[c:7]([O:9][CH3:10])[n:8]1.[I:14][c:15]1[n:16][cH:17][cH:18][n:19][cH:20]1.[Na+:25].[Na+:26].[O-:47][C:48]([CH3:49])=[O:50].[O-:51][C:52]([CH3:53])=[O:54].[Pd+2:46].[c:27]1([P:28]([c:29]2[cH:30][cH:31][cH:32][cH:33][cH:34]2)[c:35]2[cH:36][cH:37][cH:38][cH:39][cH:40]2)[cH:41][cH:42][cH:43][cH:44][cH:45]1>>[CH3:1][O:2][c:3]1[n:4][cH:5][c:6](-[c:15]2[n:16][cH:17][cH:18][n:19][cH:20]2)[c:7]([O:9][CH3:10])[n:8]1. Starting materials: NC=1C=NC2=CC=C(C=C2C1NCCCCNC(OC(C)(C)C)=O)OCC1=CC=CC=C1 (tert-butyl {4-[3-amino-6-(benzyloxy)quinolin-4-ylamino]butyl}carbamate), COCCC(=O)Cl (methoxypropionyl chloride), NC=1C=NC2=CC(=CC=C2C1NCCCCNC(OC(C)(C)C)=O)OCC1=CC=CC=C1 (tert-butyl {4-[3-amino-7-(benzyloxy)quinolin-4-ylamino]butyl}carbamate), C(C)OCC(=O)Cl (ethoxyacetyl chloride). Product: C(C1=CC=CC=C1)OC1=CC=2C3=C(C=NC2C=C1)N=C(N3CCCCNC(OC(C)(C)C)=O)COCC (tert-butyl {4-(8-benzyloxy-2-ethoxymethyl-1H-imidazo[4,5-c]quinolin-1-yl]butyl}carbamate). As a reaction SMILES: [NH2:1][C:2]1[CH:3]=[N:4][C:5]2[C:10]([C:11]=1[NH:12][CH2:13][CH2:14][CH2:15][CH2:16][NH:17][C:18](=[O:24])[O:19][C:20]([CH3:23])([CH3:22])[CH3:21])=[CH:9][C:8]([O:25][CH2:26][C:27]1[CH:32]=[CH:31][CH:30]=[CH:29][CH:28]=1)=[CH:7][CH:6]=2.NC1C=NC2C(C=1NCCCCNC(=O)OC(C)(C)C)=CC=[C:39]([O:57][CH2:58][C:59]1C=CC=CC=1)[CH:38]=2.C(OCC(Cl)=O)C.COCCC(Cl)=O>>[CH2:26]([O:25][C:8]1[CH:7]=[CH:6][C:5]2[N:4]=[CH:3][C:2]3[N:1]=[C:38]([CH2:39][O:57][CH2:58][CH3:59])[N:12]([CH2:13][CH2:14][CH2:15][CH2:16][NH:17][C:18](=[O:24])[O:19][C:20]([CH3:23])([CH3:22])[CH3:21])[C:11]=3[C:10]=2[CH:9]=1)[C:27]1[CH:28]=[CH:29][CH:30]=[CH:31][CH:32]=1. Procedure details: For Example 73, a modification of the general method described for Part C of Example 50 was followed using tert-butyl {4-[3-amino-6-(benzyloxy)quinolin-4-ylamino]butyl}carbamate (9.25 g, 21.2 mmol) in lieu of tert-butyl {4-[3-amino-7-(benzyloxy)quinolin-4-ylamino]butyl}carbamate and ethoxyacetyl chloride (2.86 g, 23.3 mmol) in lieu of methoxypropionyl chloride. After the cyclization reaction, the solvent was removed under reduced pressure, and the residue was dissolved in chloroform (400 mL). Th... The product is C(C)(C)(C)OC(=O)N1[C@@H](CCC1)CNC=1C(=NC(=NC1)C=1C=NC=CC1)OC1=CC=C(C=C1)C(=O)O (2-(S)-{[4-(4-Carboxy-phenoxy)-2-pyridin-3-yl-pyrimidin-5-ylamino]-methyl}-pyrrolidine-1-carboxylic acid tert-butyl ester). Procedure details: To a suspension of Compound 16e (0.4 g; 0.77 mmol) in EtOH (10 mL) was added 0.5N NaOH (2.3 mL; 1.15 mmol). The reaction was stirred at room temperature for 3 h. Additional 0.5N NaOH (6 mL; 3 mmol) was added to the mixture. The reaction was stirred at room temperature for 3 h. The solution was adjusted to pH 2 with 1N HCl. The white solid was collected by filtration to afford Compound 16f. MS: m/z 492.3 (M+H)+. RXN SMILES: [C:1]([O:5][C:6]([N:8]1[CH2:12][CH2:11][CH2:10][C@H:9]1[CH2:13][NH:14][C:15]1[C:16]([O:27][C:28]2[CH:33]=[CH:32][C:31]([C:34]([O:36]CC)=[O:35])=[CH:30][CH:29]=2)=[N:17][C:18]([C:21]2[CH:22]=[N:23][CH:24]=[CH:25][CH:26]=2)=[N:19][CH:20]=1)=[O:7])([CH3:4])([CH3:3])[CH3:2].[OH-].[Na+].Cl>CCO>[C:1]([O:5][C:6]([N:8]1[CH2:12][CH2:11][CH2:10][C@H:9]1[CH2:13][NH:14][C:15]1[C:16]([O:27][C:28]2[CH:33]=[CH:32][C:31]([C:34]([OH:36])=[O:35])=[CH:30][CH:29]=2)=[N:17][C:18]([C:21]2[CH:22]=[N:23][CH:24]=[CH:25][CH:26]=2)=[N:19][CH:20]=1)=[O:7])([CH3:4])([CH3:2])[CH3:3] |f:1.2|. Solvent: CCO (EtOH). Reactants: Cl (HCl), C(C)(C)(C)OC(=O)N1[C@@H](CCC1)CNC=1C(=NC(=NC1)C=1C=NC=CC1)OC1=CC=C(C=C1)C(=O)OCC (2-(S)-{[4-(4-Ethoxycarbonyl-phenoxy)-2-pyridin-3-yl-pyrimidin-5-ylamino]-methyl}-pyrrolidine-1-carboxylic acid tert-butyl ester), [OH-].[Na+] (NaOH), [OH-].[Na+] (NaOH). Conditions: time 3 hour. Starting materials: CN1C(=CC=N1)N, CN1CCC2=C(C1=O)C(=CC=C2)NC3=CC(=NC=C3Cl)Cl. The reagents and catalysts are CC(C)(C)[O-].[Na+], C1=CC=C(C=C1)P(C2=CC=CC=C2)C3=C(C4=CC=CC=C4C=C3)C5=C(C=CC6=CC=CC=C65)P(C7=CC=CC=C7)C8=CC=CC=C8, C1=CC=C(C=C1)/C=C/C(=O)/C=C/C2=CC=CC=C2.C1=CC=C(C=C1)/C=C/C(=O)/C=C/C2=CC=CC=C2.C1=CC=C(C=C1)/C=C/C(=O)/C=C/C2=CC=CC=C2.[Pd].[Pd]. Run in C1COCCO1. Conditions: temperature 150 celsius. Product: CN1CCC2=C(C1=O)C(=CC=C2)NC3=CC(=NC=C3Cl)NC4=CC=NN4C. The yield is 48.0%. Procedure details: 8-(2,5-dichloropyridin-4-ylamino)-2-methyl-3,4-dihydroisoquinolin-1(2H)-one (100 mg, 0.31 mmol), 1-methyl-1H-pyrazol-5-amine (60.3 mg, 0.62 mmol), sodium 2-methylpropan-2-olate (44.7 mg, 0.47 mmol), 2,2'-bis(diphenylphosphino)-1,1'-binaphthyl (38.7 mg, 0.06 mmol) and TRIS(DIBENZYLIDENEACETONE)DIPALLADIUM (28.4 mg, 0.03 mmol) were suspended in dioxane (2 mL) and sealed into a microwave tube. The reaction was degased, purged with nitrogen and heated to 150 °C over a period of 30 minutes in the mic... The reactants are BrCCCCCCBr, CC(C)(C)OC(=O)NCC(=O)OCC(=C(C(=O)O)c1ccccc1)c1ccc(S(C)(=O)=O)cc1, [Cl-], [K+], [K+], [NH4+], O=C([O-])[O-], CN(C)C=O. Product: CC(C)(C)OC(=O)NCC(=O)OCC(=C(C(=O)OCCCCCCBr)c1ccccc1)c1ccc(S(C)(=O)=O)cc1. Reaction SMILES: [Br:35][CH2:36][CH2:37][CH2:38][CH2:39][CH2:40][CH2:41][Br:42].[C:1]([CH3:2])([CH3:3])([CH3:4])[O:5][C:6](=[O:7])[NH:8][CH2:9][C:10](=[O:11])[O:12][CH2:13][C:14](=[C:15]([C:16](=[O:17])[OH:18])[c:19]1[cH:20][cH:21][cH:22][cH:23][cH:24]1)[c:25]1[cH:26][cH:27][c:28]([S:31](=[O:32])(=[O:33])[CH3:34])[cH:29][cH:30]1.[Cl-:49].[K+:43].[K+:44].[NH4+:50].[O-:45][C:46]([O-:47])=[O:48].[O:51]=[CH:52][N:53]([CH3:54])[CH3:55]>>[C:1]([CH3:2])([CH3:3])([CH3:4])[O:5][C:6](=[O:7])[NH:8][CH2:9][C:10](=[O:11])[O:12][CH2:13][C:14](=[C:15]([C:16](=[O:17])[O:18][CH2:41][CH2:40][CH2:39][CH2:38][CH2:37][CH2:36][Br:35])[c:19]1[cH:20][cH:21][cH:22][cH:23][cH:24]1)[c:25]1[cH:26][cH:27][c:28]([S:31](=[O:32])(=[O:33])[CH3:34])[cH:29][cH:30]1. The reactants are S(=O)(=O)([O-])OOS(=O)(=O)[O-].[NH4+].[NH4+] (ammonium persulfate), CN(CC=C)CC=C (methyldiallylamine), initiator, Cl (hydrochloric acid), Cl (hydrochloric acid), ice, S(=O)(=O)([O-])OOS(=O)(=O)[O-].[NH4+].[NH4+] (APS). Solvent: O (DI water), O (water). Reaction conditions: temperature 80 celsius, time 1 hour. Product: CN(CC=C)CC=C.Cl (Methyldiallylamine·HCl). As a reaction SMILES: [CH3:1][N:2]([CH2:6][CH:7]=[CH2:8])[CH2:3][CH:4]=[CH2:5].[ClH:9].S(OOS([O-])(=O)=O)([O-])(=O)=O.[NH4+].[NH4+]>O>[CH3:1][N:2]([CH2:6][CH:7]=[CH2:8])[CH2:3][CH:4]=[CH2:5].[ClH:9] |f:2.3.4,6.7|. Procedure: A four-necked reaction flask was fitted with a glass stir shaft connected to an overhead stirrer, a pH probe, a thermocouple, an addition funnel and a condenser. A Thermowatch® (manufactured by I-2-R, Instruments for Research and Industry Inc., Cheltenham, Pa.) was used to maintain the temperature throughout the reaction. After charging the reaction flask with 109 g of methyldiallylamine (MDAA, 98%), the reaction vessel was cooled with an ice bath. Using an addition funnel, 97 g of 37% hydrochlo... The reactants are carboxylic acid, C1(=CC=CC=C1)C(CNCC[C@H](OC=1C=C(C=CC1)CC(=O)O)C)C1=CC=CC=C1 ((R)-2-(3-{3-[(2,2-diphenylethyl)amino]-1-methyl-propoxy}-phenyl)acetic acid), ClC1=C(C=O)C=CC=C1C(F)(F)F (2-chloro-3-trifluoromethylbenzaldehyde), Cl.CCOCC (HCl Et2O), FC1=C(C=O)C=CC=C1C(F)(F)F (2-fluoro-3-(trifluoromethyl)benzaldehyde), COC(C)=O (acetic acid methyl ester), amine carboxylic acid. Run in CCOCC (Et2O). Product: Cl.FC1=C(CN(CC[C@H](OC=2C=C(C=CC2)CC(=O)O)C)CC(C2=CC=CC=C2)C2=CC=CC=C2)C=CC=C1C(F)(F)F ((R)-2-(3-{3-[[2-fluoro-3-(trifluoromethyl)benzyl](2,2-diphenylethyl)amino]-1-methyl-propoxy}-phenyl)acetic acid hydrochloride salt). Reaction SMILES: [C:1]1([CH:7]([C:25]2[CH:30]=[CH:29][CH:28]=[CH:27][CH:26]=2)[CH2:8][NH:9][CH2:10][CH2:11][C@@H:12]([CH3:24])[O:13][C:14]2[CH:15]=[C:16]([CH2:20][C:21]([OH:23])=[O:22])[CH:17]=[CH:18][CH:19]=2)[CH:6]=[CH:5][CH:4]=[CH:3][CH:2]=1.[F:31][C:32]1[C:39]([C:40]([F:43])([F:42])[F:41])=[CH:38][CH:37]=[CH:36][C:33]=1[CH:34]=O.COC(=O)C.[Cl:49]C1C(C(F)(F)F)=CC=CC=1C=O.Cl.CCOCC>CCOCC>[ClH:49].[F:31][C:32]1[C:39]([C:40]([F:41])([F:42])[F:43])=[CH:38][CH:37]=[CH:36][C:33]=1[CH2:34][N:9]([CH2:8][CH:7]([C:1]1[CH:2]=[CH:3][CH:4]=[CH:5][CH:6]=1)[C:25]1[CH:26]=[CH:27][CH:28]=[CH:29][CH:30]=1)[CH2:10][CH2:11][C@@H:12]([CH3:24])[O:13][C:14]1[CH:15]=[C:16]([CH2:20][C:21]([OH:23])=[O:22])[CH:17]=[CH:18][CH:19]=1 |f:4.5,7.8|. Reported procedure: Following the procedure of Example 7(d) except (R)-2-(3-{3-[(2,2-diphenylethyl)amino]-1-methyl-propoxy}-phenyl)acetic acid and 2-fluoro-3-(trifluoromethyl)benzaldehyde were used instead of (R)-2-(3-{3-(2,2-diphenylethyl)amino]-3-methyl-propoxy}-phenyl)acetic acid methyl ester and 2-chloro-3-trifluoromethylbenzaldehyde in step (d) the corresponding carboxylic acid was obtained. The crude product was purified by preparative HPLC (TMC CombiPrep PDS, 75×30 mm, 25 mL/min, acetonitrile: H2O, UV detect...